This data is from the Open Reaction Database (ORD), a public repository of structured organic reaction records. The task is: describe an organic reaction: reactants, conditions, products, and yield The reactants are CCOC(C)=O, Cc1noc(C2CC3CC4(CC(C2)N3S(=O)(=O)c2ccc(Cl)cc2)OCCO4)n1, Cl, C1COCCO1. The product is Cc1noc(C2CC3CC(=O)CC(C2)N3S(=O)(=O)c2ccc(Cl)cc2)n1. RXN SMILES: [CH3:37][CH2:38][O:39][C:40]([CH3:41])=[O:42].[Cl:1][c:2]1[cH:3][cH:4][c:5]([S:8](=[O:9])(=[O:10])[N:11]2[CH:12]3[CH2:13][C:14]4([CH2:15][CH:16]2[CH2:17][CH:18]([c:20]2[n:21][c:22]([CH3:25])[n:23][o:24]2)[CH2:19]3)[O:26][CH2:29][CH2:28][O:27]4)[cH:6][cH:7]1.[ClH:30].[O:31]1[CH2:32][CH2:33][O:34][CH2:35][CH2:36]1>>[Cl:1][c:2]1[cH:3][cH:4][c:5]([S:8](=[O:9])(=[O:10])[N:11]2[CH:12]3[CH2:13][C:14](=[O:26])[CH2:15][CH:16]2[CH2:17][CH:18]([c:20]2[n:21][c:22]([CH3:25])[n:23][o:24]2)[CH2:19]3)[cH:6][cH:7]1. The reactants are CCOc1cc(C2=NNCCC2)ccc1OC, Cc1nc(-c2cccnc2)sc1C(=O)Cl, ClCCl, Cl, c1ccncc1. Product: CCOc1cc(C2=NN(C(=O)c3sc(-c4cccnc4)nc3C)CCC2)ccc1OC. RXN SMILES: [CH2:7]([CH3:8])[O:9][c:10]1[cH:11][c:12]([C:18]2=[N:19][NH:20][CH2:21][CH2:22][CH2:23]2)[cH:13][cH:14][c:15]1[O:16][CH3:17].[CH3:24][c:25]1[n:26][c:27](-[c:33]2[cH:34][n:35][cH:36][cH:37][cH:38]2)[s:28][c:29]1[C:30](=[O:31])[Cl:32].[Cl:40][CH2:41][Cl:42].[ClH:39].[cH:1]1[cH:2][cH:3][n:4][cH:5][cH:6]1>>[CH2:7]([CH3:8])[O:9][c:10]1[cH:11][c:12]([C:18]2=[N:19][N:20]([C:30]([c:29]3[c:25]([CH3:24])[n:26][c:27](-[c:33]4[cH:34][n:35][cH:36][cH:37][cH:38]4)[s:28]3)=[O:31])[CH2:21][CH2:22][CH2:23]2)[cH:13][cH:14][c:15]1[O:16][CH3:17]. Reactants: C(C1=CC=CC=C1)N(C=1C=C2C(=CNC2=CC1)C[C@@H]1N(CCC1)C)CC1=CC=CC=C1 ((R)-5-dibenzylamino-3-(N-methylpyrrolidin-2-ylmethyl)indole), [OH-] (hydroxide). The reagents and catalysts are [Pd] (palladium). The solvent is C(C)O (ethanol). Run at temperature 40 celsius, time 4 hour. Yields the product NC=1C=C2C(=CNC2=CC1)C[C@@H]1N(CCC1)C ((R)-5-Amino-3-(N-methylpyrrolidin-2ylmethyl)indole). The yield is 99.2%. Reaction SMILES: C([N:8](CC1C=CC=CC=1)[C:9]1[CH:10]=[C:11]2[C:15](=[CH:16][CH:17]=1)[NH:14][CH:13]=[C:12]2[CH2:18][C@H:19]1[CH2:23][CH2:22][CH2:21][N:20]1[CH3:24])C1C=CC=CC=1.[OH-]>C(O)C.[Pd]>[NH2:8][C:9]1[CH:10]=[C:11]2[C:15](=[CH:16][CH:17]=1)[NH:14][CH:13]=[C:12]2[CH2:18][C@H:19]1[CH2:23][CH2:22][CH2:21][N:20]1[CH3:24]. Procedure details: A mixture of (R)-5-dibenzylamino-3-(N-methylpyrrolidin-2-ylmethyl)indole (1.08 g, 2.64 mmol) and palladium [II] hydroxide on carbon (0.6 g) in absolute ethanol (25 mL) was shaken under a hydrogen atmosphere (3 atm) at 40° C. for 4 hours. The resulting mixture was filtered through diatomaceous earth, and the filtrate was evaporated under pressure to afford the title compound (0.60 g, 2.62 mmol, 99%) as a white foam: 1H NMR (DMSO-d6) δ10.65 (br s, NH), 7.14 (d, J=2.2 Hz, 1H), 7.12 (d, J=8.6 Hz, 1H... Reactants: CC(C)=CBr, [Cl-], [Mg], [NH4+], C1CCOC1, COc1ccccc1C(=O)c1ccccn1. Yields the product COc1ccccc1C(O)(C=C(C)C)c1ccccn1. Reaction SMILES: [Br:1][CH:2]=[C:3]([CH3:4])[CH3:5].[Cl-:23].[Mg:6].[NH4+:24].[O:25]1[CH2:26][CH2:27][CH2:28][CH2:29]1.[n:7]1[c:8]([C:13](=[O:14])[c:15]2[c:16]([O:21][CH3:22])[cH:17][cH:18][cH:19][cH:20]2)[cH:9][cH:10][cH:11][cH:12]1>>[CH:2](=[C:3]([CH3:4])[CH3:5])[C:13]([c:8]1[n:7][cH:12][cH:11][cH:10][cH:9]1)([OH:14])[c:15]1[c:16]([O:21][CH3:22])[cH:17][cH:18][cH:19][cH:20]1. The reactants are CC(Cl)Cl, CN(C)c1ccc(N=C=S)c2ccccc12, CN1C(=O)C(N)N=C(c2ccccc2Cl)c2cc(Cl)ccc21. Product: CN(C)c1ccc(NC(=S)NC2N=C(c3ccccc3Cl)c3cc(Cl)ccc3N(C)C2=O)c2ccccc12. As a reaction SMILES: [Cl:39][CH:40]([Cl:41])[CH3:42].[N:23](=[C:24]=[S:25])[c:26]1[cH:27][cH:28][c:29]([N:36]([CH3:37])[CH3:38])[c:30]2[cH:31][cH:32][cH:33][cH:34][c:35]12.[NH2:1][CH:2]1[C:3](=[O:22])[N:4]([CH3:21])[c:5]2[c:6]([cH:16][c:17]([Cl:20])[cH:18][cH:19]2)[C:7]([c:9]2[c:10]([Cl:15])[cH:11][cH:12][cH:13][cH:14]2)=[N:8]1>>[NH:1]([CH:2]1[C:3](=[O:22])[N:4]([CH3:21])[c:5]2[c:6]([cH:16][c:17]([Cl:20])[cH:18][cH:19]2)[C:7]([c:9]2[c:10]([Cl:15])[cH:11][cH:12][cH:13][cH:14]2)=[N:8]1)[C:24]([NH:23][c:26]1[cH:27][cH:28][c:29]([N:36]([CH3:37])[CH3:38])[c:30]2[cH:31][cH:32][cH:33][cH:34][c:35]12)=[S:25]. Reactants: C1(CCCCC1)N=C=NC1CCCCC1 (dicyclohexylcarbodiimide), CC1([C@@H]([C@@H]1C#CC(=O)O)C(=O)OC(C)(C)C)C (tert.-butyl (1R,cis) 2,2-dimethyl-3-(2-carboxyethynyl)-cyclopropane-carboxylate), 4, CN(C)C1=NC=CC=C1 (dimethylamino-pyridine), ClC(CO)(Cl)Cl (2,2,2-trichloroethanol). Solvent: C(Cl)Cl (methylene chloride). Conditions: time 1 hour. The product is CC1([C@@H]([C@@H]1C#CC(=O)OCC(Cl)(Cl)Cl)C(=O)OC(C)(C)C)C (tert.butyl (1R,cis) 2,2-dimethyl-3-(2,2,2-trichloroethoxycarbonylethynyl)-cyclopropane-carboxylate). Yield: 81.1%. As a reaction SMILES: C1(N=C=NC2CCCCC2)CCCCC1.[CH3:16][C:17]1([CH3:32])[C@@H:19]([C:20]#[C:21][C:22]([OH:24])=[O:23])[C@H:18]1[C:25]([O:27][C:28]([CH3:31])([CH3:30])[CH3:29])=[O:26].CN(C1C=CC=CN=1)C.[Cl:42][C:43]([Cl:47])([Cl:46])[CH2:44]O>C(Cl)Cl>[CH3:16][C:17]1([CH3:32])[C@@H:19]([C:20]#[C:21][C:22]([O:24][CH2:44][C:43]([Cl:47])([Cl:46])[Cl:42])=[O:23])[C@H:18]1[C:25]([O:27][C:28]([CH3:31])([CH3:30])[CH3:29])=[O:26]. Reported procedure: 6.2 g of dicyclohexylcarbodiimide were introduced into a solution of 7.15 g of tert.-butyl (1R,cis) 2,2-dimethyl-3-(2-carboxyethynyl)-cyclopropane-carboxylate and 80 mg of 4 dimethylamino-pyridine in 35 ml of methylene chloride and the reaction mixture was stirred for 10 minutes after which 4.5 g of 2,2,2-trichloroethanol were added. The mixture was stirred for 1 hour and was filtered. The filtrate was washed with N hydrochloric acid, then with water until neutral, dried and evaporated to drynes... Reactants: [H-].[Al+3].[Li+].[H-].[H-].[H-] (lithium aluminum hydride), C(=O)([O-])C(O)C(O)C(=O)[O-].[K+].[Na+] (sodium-potassium tartrate), C[Si](CCCCC(=O)O)(CCCCCCCCCC)C (6,6-dimethyl-6-sila-n-hexadecanoic acid), Cl (hydrochloric acid), resultant mixture. Run in ClCCl (Dichloromethane), O1CCCC1 (tetrahydrofuran), O1CCCC1 (tetrahydrofuran). Yields the product C[Si](CCCCCO)(CCCCCCCCCC)C (6,6-dimethyl-6-sila-hexadecan-1-ol). As a reaction SMILES: [CH3:1][Si:2]([CH3:20])([CH2:10][CH2:11][CH2:12][CH2:13][CH2:14][CH2:15][CH2:16][CH2:17][CH2:18][CH3:19])[CH2:3][CH2:4][CH2:5][CH2:6][C:7](O)=[O:8].[H-].[Al+3].[Li+].[H-].[H-].[H-].C(C(C(C([O-])=O)O)O)([O-])=O.[K+].[Na+].Cl>O1CCCC1.ClCCl>[CH3:20][Si:2]([CH3:1])([CH2:10][CH2:11][CH2:12][CH2:13][CH2:14][CH2:15][CH2:16][CH2:17][CH2:18][CH3:19])[CH2:3][CH2:4][CH2:5][CH2:6][CH2:7][OH:8] |f:1.2.3.4.5.6,7.8.9|. Procedure details: Under nitrogen, 17.1 g (56.9 mmol) of 6,6-dimethyl-6-sila-n-hexadecanoic acid, dissolved in 20 ml of absolute tetrahydrofuran, is added dropwise to 5.4 g (142 mmol) of lithium aluminum hydride in 150 ml of absolute tetrahydrofuran (caution being exercised due to hydrogen evolution). The resultant mixture is stirred at 60° for 18 hrs., then cooled to about 10°; and injected into a cold (about 10°) saturated aqueous of sodium-potassium tartrate. Dichloromethane is added and the mixture acidified w... Reactants: ClC1=C(C=C(C=C1)S(=O)(=O)Cl)CC (4-chloro-3-ethyl-benzenesulfonyl chloride), BrC1=NC=C(C=C1N)Cl (2-bromo-5-chloro-pyridin-3-ylamine), white solid. Solvent: N1=CC=CC=C1 (pyridine). Product: BrC1=NC=C(C=C1NS(=O)(=O)C1=CC(=C(C=C1)Cl)CC)Cl (N-(2-Bromo-5-chloro-pyridin-3-yl)-4-chloro-3-ethyl-benzenesulfonamide). Reaction SMILES: [Cl:1][C:2]1[CH:7]=[CH:6][C:5]([S:8](Cl)(=[O:10])=[O:9])=[CH:4][C:3]=1[CH2:12][CH3:13].[Br:14][C:15]1[C:20]([NH2:21])=[CH:19][C:18]([Cl:22])=[CH:17][N:16]=1>N1C=CC=CC=1>[Br:14][C:15]1[C:20]([NH:21][S:8]([C:5]2[CH:6]=[CH:7][C:2]([Cl:1])=[C:3]([CH2:12][CH3:13])[CH:4]=2)(=[O:10])=[O:9])=[CH:19][C:18]([Cl:22])=[CH:17][N:16]=1. Reported procedure: Prepared from 1.71 g (7.15 mmol) of 4-chloro-3-ethyl-benzenesulfonyl chloride and 1.34 g (6.47 mmol) of 2-bromo-5-chloro-pyridin-3-ylamine in 4 mL pyridine using procedure x. Yield: 2.35 g of a white solid. LC-MSD, m/z for C13H11BrCl2N2O2S [M+H]+=408.8, 410.8, 412.8